From a dataset of the Open Reaction Database (ORD), a public repository of structured organic reaction records. describe an organic reaction: reactants, conditions, products, and yield The solvent is C(C)#N (acetonitrile). Procedure details: The title compound is prepared from 3-[3-(3-bromo-propoxy)-phenyl]-thieno[2,3-d]isoxazole, potassium carbonate, 2,6-difluorobenzylamine, and acetonitrile essentially as described above in example 56. Purity by LC/MS (APCI)=97%, [M+H]+=401. Yields the product FC1=C(CNCCCOC2=CC(=CC=C2)C2=NOC3=C2SC=C3)C(=CC=C1)F ((2,6-difluoro-benzyl)-[3-(3-thieno[2,3-d]isoxazol-3-yl-phenoxy)-propyl]-amine). Reaction SMILES: Br[CH2:2][CH2:3][CH2:4][O:5][C:6]1[CH:7]=[C:8]([C:12]2[C:16]3[S:17][CH:18]=[CH:19][C:15]=3[O:14][N:13]=2)[CH:9]=[CH:10][CH:11]=1.C(=O)([O-])[O-].[K+].[K+].[F:26][C:27]1[CH:34]=[CH:33][CH:32]=[C:31]([F:35])[C:28]=1[CH2:29][NH2:30]>C(#N)C>[F:26][C:27]1[CH:34]=[CH:33][CH:32]=[C:31]([F:35])[C:28]=1[CH2:29][NH:30][CH2:2][CH2:3][CH2:4][O:5][C:6]1[CH:11]=[CH:10][CH:9]=[C:8]([C:12]2[C:16]3[S:17][CH:18]=[CH:19][C:15]=3[O:14][N:13]=2)[CH:7]=1 |f:1.2.3|. The reactants are BrCCCOC=1C=C(C=CC1)C1=NOC2=C1SC=C2 (3-[3-(3-bromo-propoxy)-phenyl]-thieno[2,3-d]isoxazole), C([O-])([O-])=O.[K+].[K+] (potassium carbonate), FC1=C(CN)C(=CC=C1)F (2,6-difluorobenzylamine). Reactants: C(C)N1C(N[C@@H](C1)C(=O)OC(C)(C)C)=O (tert.-butyl (4S)-1-ethyl-2-oxo-imidazolidine-4-carboxylate), CC(C)([O-])C.[K+] (potassium tert.-butoxide), C(C1=CC=CC=C1)(=O)SC[C@@H](C(=O)Cl)C ((2S)-3-benzoylthio-2-methylpropionyl chloride). Solvent: O1CCCC1 (tetrahydrofuran). Product: C(C)N1C(N([C@@H](C1)C(=O)OC(C)(C)C)C([C@@H](CSC(C1=CC=CC=C1)=O)C)=O)=O (tert.-butyl (4S)-1-ethyl-3-[(2S)-3-benzoylthio-2-methylpropionyl]-2-oxo-imidazolidine-4-carboxylate). The yield is 75.8%. Reaction SMILES: [CH2:1]([N:3]1[CH2:7][C@@H:6]([C:8]([O:10][C:11]([CH3:14])([CH3:13])[CH3:12])=[O:9])[NH:5][C:4]1=[O:15])[CH3:2].CC(C)([O-])C.[K+].[C:22]([S:30][CH2:31][C@H:32]([CH3:36])[C:33](Cl)=[O:34])(=[O:29])[C:23]1[CH:28]=[CH:27][CH:26]=[CH:25][CH:24]=1>O1CCCC1>[CH2:1]([N:3]1[CH2:7][C@@H:6]([C:8]([O:10][C:11]([CH3:14])([CH3:13])[CH3:12])=[O:9])[N:5]([C:33](=[O:34])[C@H:32]([CH3:36])[CH2:31][S:30][C:22](=[O:29])[C:23]2[CH:28]=[CH:27][CH:26]=[CH:25][CH:24]=2)[C:4]1=[O:15])[CH3:2] |f:1.2|. Procedure: 3.0 g of tert.-butyl (4S)-1-ethyl-2-oxo-imidazolidine-4-carboxylate, 1.6 g of potassium tert.-butoxide, (2S)-3-benzoylthio-2-methylpropionyl chloride (prepared from 3.2 g of (2S)-3-benzoylthio-2-methylpropionic acid and 10 ml of thionyl chloride) and 40 ml of tetrahydrofuran are treated in the same manner as described in Example 2-(2). Then, the oily residue obtained is purified by silica gel chromatography (Solvent, toluene-ethyl acetate(20:1)). 4.2 g of tert.-butyl (4S)-1-ethyl-3-[(2S)-3-benzo... Starting materials: FC(OC=1C=C(C=CC1)NC1=NC(=NC2=CC=C(C=C12)[N+](=O)[O-])C1=NC=CN=C1)F (N-(3-(difluoromethoxy)phenyl)-6-nitro-2-(pyrazin-2-yl) quinazolin-4-amine), [NH4+].[Cl-] (NH4Cl). Reagents/catalysts: [Fe] (Fe). The solvent is CO.O (MeOH-H2O). Reaction conditions: temperature 60 celsius, time 3 hour. Product: FC(OC=1C=C(C=CC1)NC1=NC(=NC2=CC=C(C=C12)N)C1=NC=CN=C1)F (N4-(3-(difluoromethoxy)phenyl)-2-(pyrazin-2-yl)quinazoline-4,6-diamine). Isolated yield 87.4%. Reaction SMILES: [F:1][CH:2]([F:30])[O:3][C:4]1[CH:5]=[C:6]([NH:10][C:11]2[C:20]3[C:15](=[CH:16][CH:17]=[C:18]([N+:21]([O-])=O)[CH:19]=3)[N:14]=[C:13]([C:24]3[CH:29]=[N:28][CH:27]=[CH:26][N:25]=3)[N:12]=2)[CH:7]=[CH:8][CH:9]=1.[NH4+].[Cl-]>CO.O.[Fe]>[F:30][CH:2]([F:1])[O:3][C:4]1[CH:5]=[C:6]([NH:10][C:11]2[C:20]3[C:15](=[CH:16][CH:17]=[C:18]([NH2:21])[CH:19]=3)[N:14]=[C:13]([C:24]3[CH:29]=[N:28][CH:27]=[CH:26][N:25]=3)[N:12]=2)[CH:7]=[CH:8][CH:9]=1 |f:1.2,3.4|. Procedure: To a mixture of N-(3-(difluoromethoxy)phenyl)-6-nitro-2-(pyrazin-2-yl) quinazolin-4-amine (1.40 g, 3.4 mmol, 1.0 eq.) in MeOH-H2O (v/v, 3:1, 110 mL) was added NH4Cl (1.80 g, 34 mmol, 10.0 eq.) and Fe (1.91 g, 34 mmol, 10.0 eq.). The resulting mixture was stirred at 60° C. for 3 h. After the reaction was completed, the mixture was cooled to room temperature, and the iron was filtered off. The filtrate was concentrated to 15 ml, and a precipitate formed and was collected and dried in vacuo to give...